This data is from the Open Reaction Database (ORD), a public repository of structured organic reaction records. The task is: describe an organic reaction: reactants, conditions, products, and yield Starting materials: CNC, O=C(NCCCOc1ccc(F)cc1[N+](=O)[O-])Oc1ccccc1, CN(C)C=O, O. Product: CN(C)C(=O)NCCCOc1ccc(F)cc1[N+](=O)[O-]. RXN SMILES: [CH3:1][NH:2][CH3:3].[F:9][c:10]1[cH:11][c:12]([N+:30](=[O:31])[O-:32])[c:13]([O:14][CH2:15][CH2:16][CH2:17][NH:18][C:19](=[O:20])[O:21][c:22]2[cH:23][cH:24][cH:25][cH:26][cH:27]2)[cH:28][cH:29]1.[O:4]=[CH:5][N:6]([CH3:7])[CH3:8].[OH2:33]>>[O:4]=[C:5]([N:6]([CH3:7])[CH3:8])[NH:18][CH2:17][CH2:16][CH2:15][O:14][c:13]1[c:12]([N+:30](=[O:31])[O-:32])[cH:11][c:10]([F:9])[cH:29][cH:28]1. Starting materials: ClC(CC(C)C)C=1OC2=C(C1C)C=C(C=C2)OC (2-(1-chloro-3-methylbutyl)-5-methoxy-3-methyl-1-benzofuran), C([O-])([O-])=O.[Na+].[Na+] (sodium carbonate), Cl (Hydrochloric acid), NC1=CC=C(C=C1)C(=O)N(CCC(=O)OCC)C (ethyl 3-{[(4-aminophenyl)carbonyl](methyl)amino}propanoate), [I-].[Na+] (sodium iodide). Run in CN(C=O)C (N,N-dimethylformamide). Run at temperature 80 celsius, time 5 hour. The product is COC=1C=CC2=C(C(=C(O2)C(CC(C)C)NC2=CC=C(C=C2)C(=O)N(CCC(=O)OCC)C)C)C1 (ethyl 3-{[(4-{[1-(5-methoxy-3-methyl-1-benzofuran-2-yl)-3-methylbutyl]amino}phenyl)carbonyl](methyl)amino}propanoate). The yield is 51.1%. As a reaction SMILES: Cl[CH:2]([C:7]1[O:8][C:9]2[CH:16]=[CH:15][C:14]([O:17][CH3:18])=[CH:13][C:10]=2[C:11]=1[CH3:12])[CH2:3][CH:4]([CH3:6])[CH3:5].[NH2:19][C:20]1[CH:25]=[CH:24][C:23]([C:26]([N:28]([CH3:36])[CH2:29][CH2:30][C:31]([O:33][CH2:34][CH3:35])=[O:32])=[O:27])=[CH:22][CH:21]=1.[I-].[Na+].C(=O)([O-])[O-].[Na+].[Na+].Cl>CN(C)C=O>[CH3:18][O:17][C:14]1[CH:15]=[CH:16][C:9]2[O:8][C:7]([CH:2]([NH:19][C:20]3[CH:21]=[CH:22][C:23]([C:26]([N:28]([CH3:36])[CH2:29][CH2:30][C:31]([O:33][CH2:34][CH3:35])=[O:32])=[O:27])=[CH:24][CH:25]=3)[CH2:3][CH:4]([CH3:6])[CH3:5])=[C:11]([CH3:12])[C:10]=2[CH:13]=1 |f:2.3,4.5.6|. Reported procedure: A mixture of 2-(1-chloro-3-methylbutyl)-5-methoxy-3-methyl-1-benzofuran (380 mg) synthesized in Example A92(2), ethyl 3-{[(4-aminophenyl)carbonyl](methyl)amino}propanoate (370 mg) synthesized in Example 2(2), sodium iodide (443 mg), sodium carbonate (314 mg) and N,N-dimethylformamide (10 mL) was stirred at 80° C. for 5 hr. 1N Hydrochloric acid was added to quench the reaction, and the mixture was extracted with ethyl acetate. The extract was washed with saturated brine, dried over magnesium sulf... Solvent: C(C)OC(C)=O (ethylacetate). As a reaction SMILES: [C:1]1([C:7]2([NH2:11])[CH2:10][CH2:9][CH2:8]2)[CH:6]=[CH:5][CH:4]=[CH:3][CH:2]=1.[CH2:12]([C:14]1[CH:19]=[CH:18][CH:17]=[C:16]([CH2:20][CH3:21])[C:15]=1[N:22]=[C:23]=[O:24])[CH3:13]>C(OC(=O)C)C>[CH2:12]([C:14]1[CH:19]=[CH:18][CH:17]=[C:16]([CH2:20][CH3:21])[C:15]=1[NH:22][C:23]([NH:11][C:7]1([C:1]2[CH:6]=[CH:5][CH:4]=[CH:3][CH:2]=2)[CH2:10][CH2:9][CH2:8]1)=[O:24])[CH3:13]. The product is C(C)C1=C(C(=CC=C1)CC)NC(=O)NC1(CCC1)C1=CC=CC=C1 (N-(2, 6-diethylphenyl)-N'-(1-phenylcyclobutyl)urea). Yield: 79.4%. The reactants are C1(=CC=CC=C1)C1(CCC1)N (1-phenylcyclobutyl amine), C(C)C1=C(C(=CC=C1)CC)N=C=O (2,6-diethylphenylisocyanate). Procedure details: To a solution of 1-phenylcyclobutyl amine (1.0, 0.0057 mole) in 30 ml of ethylacetate, 2,6-diethylphenylisocyanate (0.84 g, 0.0057 mole) is added and the reaction mixture is stirred at room temperature for 20 hours. Precipitated solid is filtered, washed with ethylacetate and dried yielding 1.46 gm of N-(2, 6-diethylphenyl)-N'-(1-phenylcyclobutyl)urea having a melting point of 227°-230° C. Run at time 20 hour. The reactants are C1(=CC=CC=C1)S(=O)(=O)NC(P(OCC)(OCC)=O)P(OCC)(OCC)=O (tetraethyl (phenylsulfonylaminomethylene)bis(phosphonate)), I[Si](C)(C)C (iodotrimethylsilane), O (water), C(Cl)(Cl)Cl (chloroform). Run in C(Cl)Cl (methylene chloride). Reaction conditions: time 1.5 hour. Product: C1(=CC=CC=C1)S(=O)(=O)NC(P(O)(O)=O)P(O)(O)=O ((phenylsulfonylaminomethylene)bis(phosphonic acid)). Yield: 64.9%. RXN SMILES: [C:1]1([S:7]([NH:10][CH:11]([P:20](=[O:27])([O:24]CC)[O:21]CC)[P:12](=[O:19])([O:16]CC)[O:13]CC)(=[O:9])=[O:8])[CH:6]=[CH:5][CH:4]=[CH:3][CH:2]=1.I[Si](C)(C)C.O.C(Cl)(Cl)Cl>C(Cl)Cl>[C:1]1([S:7]([NH:10][CH:11]([P:20](=[O:21])([OH:27])[OH:24])[P:12](=[O:13])([OH:19])[OH:16])(=[O:9])=[O:8])[CH:2]=[CH:3][CH:4]=[CH:5][CH:6]=1. Reported procedure: To a solution of tetraethyl (phenylsulfonylaminomethylene)bis(phosphonate) (400 mg) in methylene chloride (4 ml), was added iodotrimethylsilane (0.8 ml) dropwise with stirring under nitrogen gas atmosphere in an ice-water bath. The mixture was stirred for 30 minutes at the same condition and then at ambient temperature for 1.5 hours. To the reaction mixture were added water (10 ml) and chloroform (8 ml) under ice-water bath cooling. The separated aqueous layer was washed with chloroform until it...